The task is: describe an organic reaction: reactants, conditions, products, and yield. This data is from the Open Reaction Database (ORD), a public repository of structured organic reaction records. Starting materials: Cc1cc(-c2cn(CCCCCl)c(=O)n(C(=O)c3ccccc3)c2=O)ccn1, CO, N. Yields the product Cc1cc(-c2cn(CCCCCl)c(=O)[nH]c2=O)ccn1. As a reaction SMILES: [C:1](=[O:2])([c:3]1[cH:4][cH:5][cH:6][cH:7][cH:8]1)[n:9]1[c:10](=[O:28])[n:11]([CH2:23][CH2:24][CH2:25][CH2:26][Cl:27])[cH:12][c:13](-[c:16]2[cH:17][c:18]([CH3:22])[n:19][cH:20][cH:21]2)[c:14]1=[O:15].[CH3:30][OH:31].[NH3:29]>>[nH:9]1[c:10](=[O:28])[n:11]([CH2:23][CH2:24][CH2:25][CH2:26][Cl:27])[cH:12][c:13](-[c:16]2[cH:17][c:18]([CH3:22])[n:19][cH:20][cH:21]2)[c:14]1=[O:15]. Reactants: C1(=CC=CC=C1)N1CNC(C12CCN(CC2)C[C@H]2[C@@H](C1=CC=C(C=C1CC2)OC)O)=O (1-Phenyl-8-[(trans-1,2,3,4-tetrahydro-1-hydroxy-6-methoxy-2-naphthalenyl)methyl]-1,3,8-triazaspiro[4.5]-decan-4-one), Cl (hydrogen chloride). Run in CCOCC (ether). Reaction conditions: time 1 hour. Product: Cl.C1(=CC=CC=C1)N1CNC(C12CCN(CC2)C[C@H]2[C@@H](C1=CC=C(C=C1CC2)OC)O)=O (1-Phenyl-8-[(trans-1,2,3,4-tetrahydro-1-hydroxy-6-methoxy-2-naphthalenyl)methyl]-1,3,8-triazaspiro-[4.5]decan-4-one, hydrochloride). Reaction SMILES: [C:1]1([N:7]2[C:11]3([CH2:16][CH2:15][N:14]([CH2:17][C@@H:18]4[CH2:27][CH2:26][C:25]5[C:20](=[CH:21][CH:22]=[C:23]([O:28][CH3:29])[CH:24]=5)[C@H:19]4[OH:30])[CH2:13][CH2:12]3)[C:10](=[O:31])[NH:9][CH2:8]2)[CH:6]=[CH:5][CH:4]=[CH:3][CH:2]=1.[ClH:32]>CCOCC>[ClH:32].[C:1]1([N:7]2[C:11]3([CH2:16][CH2:15][N:14]([CH2:17][C@@H:18]4[CH2:27][CH2:26][C:25]5[C:20](=[CH:21][CH:22]=[C:23]([O:28][CH3:29])[CH:24]=5)[C@H:19]4[OH:30])[CH2:13][CH2:12]3)[C:10](=[O:31])[NH:9][CH2:8]2)[CH:6]=[CH:5][CH:4]=[CH:3][CH:2]=1 |f:3.4|. Procedure: 1-Phenyl-8-[(trans-1,2,3,4-tetrahydro-1-hydroxy-6-methoxy-2-naphthalenyl)methyl]-1,3,8-triazaspiro[4.5]-decan-4-one (2.5 g) is suspended in 100 ml of anhydrous ether and treated with one equivalent of ethereal hydrogen chloride. The resulting mixture is stirred at room temperature for one hour and then cooled. The precipitate is collected and washed with additional ether to yield 2.4 g of the title compound, melting point 258°-260° C. The reactants are FC1=C(C=CC(=C1)F)[C@]1(OC1)[C@@H](C)N1N=CC=C1 ((2S)-2-(2,4-difluorophenyl)-2-[(1R)-1-(1H-pyrazol-1-yl)ethyl]oxirane), O (water), N1C=NC=C1 (Imidazole), [H-].[Na+] (sodium hydride). Run in CN(C=O)C (dimethylformamide), C(C)(=O)OCC (ethyl acetate), CN(C=O)C (dimethylformamide), oil. Reaction conditions: time 15 minute. Product: FC1=C(C=CC(=C1)F)[C@@](CN1C=NC=C1)([C@@H](C)N1N=CC=C1)O ((2R,3R)-2-(2,4-Difluorophenyl)-1-(1-imidazolyl)-3-(1-pyrazolyl)-2-butanol). Yield: 91.4%. As a reaction SMILES: [H-].[Na+].[NH:3]1[CH:7]=[CH:6][N:5]=[CH:4]1.[F:8][C:9]1[CH:14]=[C:13]([F:15])[CH:12]=[CH:11][C:10]=1[C@:16]1([C@H:19]([N:21]2[CH:25]=[CH:24][CH:23]=[N:22]2)[CH3:20])[CH2:18][O:17]1.O>CN(C)C=O.C(OCC)(=O)C>[F:8][C:9]1[CH:14]=[C:13]([F:15])[CH:12]=[CH:11][C:10]=1[C@:16]([OH:17])([C@H:19]([N:21]1[CH:25]=[CH:24][CH:23]=[N:22]1)[CH3:20])[CH2:18][N:3]1[CH:7]=[CH:6][N:5]=[CH:4]1 |f:0.1|. Reported procedure: In dimethylformamide (2 ml) was dispersed 60% sodium hydride in oil (52 mg). Imidazole (89 mg) was added to the dispersion under ice-cooling and the mixture was stirred for 15 minutes at room temperature. To the mixture was added a solution of (2S)-2-(2,4-difluorophenyl)-2-[(1R)-1-(1H-pyrazol-1-yl)ethyl]oxirane (166 mg) in dimethylformamide (1 ml). The mixture was heated for 5 hours at 50° C. and cooled. To the reaction mixture were added cold water (5 ml) and ethyl acetate (30 ml). The separate... The reactants are sugar, 30, sugar, [Ca] (calcium), O=C[C@H](O)[C@@H](O)[C@@H](O)[C@H](O)CO (d-galactose), O=C[C@H](O)[C@@H](O)[C@H](O)[C@H](O)CO (d-glucose). Run in O (water). Conditions: temperature 65 celsius, time 780 second. The product is O=C[C@H](O)[C@@H](O)[C@H](O)[C@H](O)CO.O=C[C@H](O)[C@@H](O)[C@@H](O)[C@H](O)CO (Glucose Galactose). Reaction SMILES: [Ca].[O:2]=[CH:3][C@@H:4]([C@H:6]([C@H:8]([C@@H:10]([CH2:12][OH:13])[OH:11])[OH:9])[OH:7])[OH:5].[O:14]=[CH:15][C@@H:16]([C@H:18]([C@@H:20]([C@@H:22]([CH2:24][OH:25])[OH:23])[OH:21])[OH:19])[OH:17]>O>[O:2]=[CH:3][C@@H:4]([C@H:6]([C@@H:8]([C@@H:10]([CH2:12][OH:13])[OH:11])[OH:9])[OH:7])[OH:5].[O:14]=[CH:15][C@@H:16]([C@H:18]([C@H:20]([C@@H:22]([CH2:24][OH:25])[OH:23])[OH:21])[OH:19])[OH:17] |f:4.5|. Reported procedure: An SMB unit (available from Orochem Technologies Inc., Lombard, Ill.) was configured as a combination of 30 columns divided equally into 3 circuits. Each circuit contained 10 columns. The size of each column was 14 inches in diameter×65 inches in length (35.56 cm×165.1 cm) and had an empty volume of 150 liters. Each column was packed with 117 kg of Dowex 99CA/320 resin (Available from the Dow Chemical Company, Midland, Mich.), a strong acid cation calcium exchange resin stationary phase. The 30 ... The reactants are CC(C)(C)OC(=O)NCC1COC(=O)C1c1ccccc1, ClCCl, O=C(O)C(F)(F)F. The product is NCC1COC(=O)C1c1ccccc1. Reaction SMILES: [C:1]([O:2][C:3](=[O:4])[NH:7][CH2:8][CH:9]1[CH2:10][O:11][C:12](=[O:20])[CH:13]1[c:14]1[cH:15][cH:16][cH:17][cH:18][cH:19]1)([CH3:5])([CH3:6])[CH3:21].[Cl:29][CH2:30][Cl:31].[OH:22][C:23]([C:24]([F:25])([F:26])[F:27])=[O:28]>>[NH2:7][CH2:8][CH:9]1[CH2:10][O:11][C:12](=[O:20])[CH:13]1[c:14]1[cH:15][cH:16][cH:17][cH:18][cH:19]1. Starting materials: [BH4-].[Na+] (Sodium borohydride), COCOC1=C(C=CC(=C1)OCOC)C=1C(OC2=CC(=CC=C2C1CC=O)OCOC)=O ([3-(2,4-Bis-methoxymethoxy-phenyl)-7-methoxymethoxy-2-oxo-2H-chromen-4-yl]-acetaldehyde). Run in C(C)O (ethanol). Reaction conditions: time 30 minute. The product is COCOC1=C(C=CC(=C1)OCOC)C=1C(OC2=CC(=CC=C2C1CCO)OCOC)=O (3-(2,4-Bis-methoxymethoxy-phenyl)-4-(2-hydroxy-ethyl)-7-methoxymethoxy-chromen-2-one). As a reaction SMILES: [BH4-].[Na+].[CH3:3][O:4][CH2:5][O:6][C:7]1[CH:12]=[C:11]([O:13][CH2:14][O:15][CH3:16])[CH:10]=[CH:9][C:8]=1[C:17]1[C:18](=[O:34])[O:19][C:20]2[C:25]([C:26]=1[CH2:27][CH:28]=[O:29])=[CH:24][CH:23]=[C:22]([O:30][CH2:31][O:32][CH3:33])[CH:21]=2>C(O)C>[CH3:3][O:4][CH2:5][O:6][C:7]1[CH:12]=[C:11]([O:13][CH2:14][O:15][CH3:16])[CH:10]=[CH:9][C:8]=1[C:17]1[C:18](=[O:34])[O:19][C:20]2[C:25]([C:26]=1[CH2:27][CH2:28][OH:29])=[CH:24][CH:23]=[C:22]([O:30][CH2:31][O:32][CH3:33])[CH:21]=2 |f:0.1|. Reported procedure: Sodium borohydride (17 mg, 0.45 mmol, 0.5 eq.) was dissolved in ethanol (5 mL), then added into the solution of [3-(2,4-Bis-methoxymethoxy-phenyl)-7-methoxymethoxy-2-oxo-2H-chromen-4-yl]-acetaldehyde (400 mg, 0.90 mmol, 1 eq.) ethanol (10 mL) at −10° C. and the reaction mixture was stirred for 30 minutes. The solvent was evaporated and the resulting residue was dissolved in ethyl acetate (100 mL) and washed twice with brine. The organic layer was dried over anhydrous sodium sulfate then concentr... Reactants: [Cl-], CC1CCC(C(C)C)C(OC(=O)Cl)C1, CCS(=N)(=O)c1ccc([N+](=O)[O-])cc1, [Na+], c1ccncc1. Yields the product CCS(=O)(=NC(=O)OC1CC(C)CCC1C(C)C)c1ccc([N+](=O)[O-])cc1. Reaction SMILES: [Cl-:29].[Cl:15][C:16](=[O:17])[O:18][CH:19]1[CH2:20][CH:21]([CH3:28])[CH2:22][CH2:23][CH:24]1[CH:25]([CH3:26])[CH3:27].[N+:1](=[O:2])([O-:3])[c:4]1[cH:5][cH:6][c:7]([S:10](=[O:11])(=[NH:12])[CH2:13][CH3:14])[cH:8][cH:9]1.[Na+:30].[cH:31]1[cH:32][cH:33][n:34][cH:35][cH:36]1>>[N+:1](=[O:2])([O-:3])[c:4]1[cH:5][cH:6][c:7]([S:10](=[O:11])(=[N:12][C:16](=[O:17])[O:18][CH:19]2[CH2:20][CH:21]([CH3:28])[CH2:22][CH2:23][CH:24]2[CH:25]([CH3:26])[CH3:27])[CH2:13][CH3:14])[cH:8][cH:9]1. The reactants are [S-]C#N.[K+] (potassium thiocyanate), OS(=O)(=O)O (H2SO4), [N+](=O)([O-])C=1C=C(C=CC1N)OC (3-nitro-4-aminoanisole), N(=O)[O-].[Na+] (sodium nitrite). Reagents/catalysts: [Co](Cl)Cl (cobalt chloride). Solvent: O (water), O (water), O (water). Reaction conditions: temperature 5 celsius, time 3 hour. Product: COC1=CC(=C(C=C1)SC#N)[N+](=O)[O-] (4-methoxy-2-nitro-1-thiocyanatobenzene). Isolated yield 58.4%. RXN SMILES: [N+:1]([C:4]1[CH:5]=[C:6]([O:11][CH3:12])[CH:7]=[CH:8][C:9]=1N)([O-:3])=[O:2].OS(O)(=O)=O.N([O-])=O.[Na+].[S-:22][C:23]#[N:24].[K+]>O.[Co](Cl)Cl>[CH3:12][O:11][C:6]1[CH:7]=[CH:8][C:9]([S:22][C:23]#[N:24])=[C:4]([N+:1]([O-:3])=[O:2])[CH:5]=1 |f:2.3,4.5|. Procedure details: A sample of 3-nitro-4-aminoanisole (13.5 g, 80 mmol) was dissolved in water (100 mL) and concentrated H2SO4 (44 mL), cooled to 0° C., and diazotized with a solution of sodium nitrite (14.3 g, 207.2 mmol) in water (25 mL) while maintaining a temperature no greater than 5° C. The resulting solution was added dropwise with vigorous stirring to a solution of crystalline cobalt chloride (42 g, 176 mmol) and potassium thiocyanate (25.6 g, 264 mmol) in water (100 mL), after which the mixture was stirre... Starting materials: Cl (hydrochloric acid), FC(S(=O)(=O)OS(=O)(=O)C(F)(F)F)(F)F (Trifluoromethanesulfonic anhydride), ice, OC1=CC(=C(C(=O)OC)C=C1C)C (methyl 4-hydroxy-2,5-dimethylbenzoate), N1=CC=CC=C1 (pyridine). The solvent is C(C)OC(C)=O (ethylacetate), C(Cl)Cl (methylene chloride). The product is CC1=C(C(=O)OC)C=C(C(=C1)OS(=O)(=O)C(F)(F)F)C (Methyl 2,5-dimethyl-4-trifluoromethanesulfonyloxybenzoate). Isolated yield 90.6%. RXN SMILES: [F:1][C:2]([F:15])([F:14])[S:3]([O:6]S(C(F)(F)F)(=O)=O)(=[O:5])=[O:4].O[C:17]1[C:26]([CH3:27])=[CH:25][C:20]([C:21]([O:23][CH3:24])=[O:22])=[C:19]([CH3:28])[CH:18]=1.N1C=CC=CC=1.Cl>C(Cl)Cl.C(OC(=O)C)C>[CH3:28][C:19]1[CH:18]=[C:17]([O:6][S:3]([C:2]([F:15])([F:14])[F:1])(=[O:5])=[O:4])[C:26]([CH3:27])=[CH:25][C:20]=1[C:21]([O:23][CH3:24])=[O:22]. Procedure: Trifluoromethanesulfonic anhydride (0.27 g) was added to an ice-cooled mixture of methyl 4-hydroxy-2,5-dimethylbenzoate (0.144 g) and pyridine (0.095 g) in methylene chloride (10 mL) with stirring. The mixture was stirred at room temperature for 30 min, and poured into a mixture of ethylacetate and 2 mol/L hydrochloric acid. The organic layer was separated, washed with water and brine, and dried over anhydrous magnesium sulfate. The solvent was evaporated under reduced pressure, and the residue ...